From a dataset of the Open Reaction Database (ORD), a public repository of structured organic reaction records. describe an organic reaction: reactants, conditions, products, and yield Reactants: C(#N)C1=NC=CC=C1 (2-cyanopyridine), NC=1SC(=CC1C(=O)OCC)C(F)(F)F (2-amino-5-trifluoromethyl-3-ethoxycarbonyl-thiophene), O=P(Cl)(Cl)Cl (POCl3). Yields the product ClC=1C2=C(N=C(N1)C1=NC=CC=C1)SC(=C2)C(F)(F)F (4-chloro-2-(pyridin-2-yl)-6-trifluoromethyl-thieno-[2,3-d]-pyrimidine). As a reaction SMILES: [C:1]([C:3]1[CH:8]=[CH:7][CH:6]=[CH:5][N:4]=1)#[N:2].[NH2:9][C:10]1[S:11][C:12]([C:20]([F:23])([F:22])[F:21])=[CH:13][C:14]=1[C:15](OCC)=O.O=P(Cl)(Cl)[Cl:26]>>[Cl:26][C:15]1[C:14]2[CH:13]=[C:12]([C:20]([F:21])([F:22])[F:23])[S:11][C:10]=2[N:9]=[C:1]([C:3]2[CH:8]=[CH:7][CH:6]=[CH:5][N:4]=2)[N:2]=1. Procedure: With the procedure of Example 477, the reaction of 2-cyanopyridine and 2-amino-5-trifluoromethyl-3-ethoxycarbonyl-thiophene, and the subsequent reaction with POCl3 yields 4-chloro-2-(pyridin-2-yl)-6-trifluoromethyl-thieno-[2,3-d]-pyrimidine Starting materials: COC(CNC1=C(C(=O)OC)C=CC=C1[N+](=O)[O-])OC (methyl 2-(2,2-dimethoxyethylamino)-3-nitrobenzoate), [H][H] (hydrogen). Reagents/catalysts: [Pd] (palladium on carbon). Solvent: C(C)O (ethanol). Conditions: time 8 hour. The product is NC=1C(=C(C(=O)OC)C=CC1)NCC(OC)OC (methyl 3-amino-2-(2,2-dimethoxyethylamino)benzoate). Isolated yield 100.4%. As a reaction SMILES: [CH3:1][O:2][CH:3]([O:19][CH3:20])[CH2:4][NH:5][C:6]1[C:15]([N+:16]([O-])=O)=[CH:14][CH:13]=[CH:12][C:7]=1[C:8]([O:10][CH3:11])=[O:9].[H][H]>C(O)C.[Pd]>[NH2:16][C:15]1[C:6]([NH:5][CH2:4][CH:3]([O:19][CH3:20])[O:2][CH3:1])=[C:7]([CH:12]=[CH:13][CH:14]=1)[C:8]([O:10][CH3:11])=[O:9]. Procedure: To an argon purged solution of methyl 2-(2,2-dimethoxyethylamino)-3-nitrobenzoate (1.4 g, 4.7 mmol) from Step B above in ethanol (50 mL) at room temperature was added 10% palladium on carbon. A hydrogen balloon was then attached and the suspension was stirred overnight at room temperature. The reaction mixture was filtered through celite and concentrated under reduced pressure to give methyl 3-amino-2-(2,2-dimethoxyethylamino)benzoate (1.2 g, quantitative yield) as a dark red oil: 1H NMR (300 MH... The reactants are COC=1C(=NN(C1)COCC[Si](C)(C)C)C(=O)N (4-methoxy-1-((2-(trimethylsilyl)ethoxy)methyl)-1H-pyrazole-3-carboxamide), COC=1C(=NN(C1)COCC[Si](C)(C)C)C(=O)N (4-methoxy-1-((2-(trimethylsilyl)ethoxy)methyl)-1H-pyrazole-3-carboxamide), O=P(Cl)(Cl)Cl (POCl3). Run in C1(=CC=CC=C1)C (toluene). Run at temperature 50 celsius, time 2 hour. Yields the product COC=1C(=NN(C1)COCC[Si](C)(C)C)C#N (4-Methoxy-1-((2-(trimethylsilyl)ethoxy)methyl)-1H-pyrazole-3-carbonitrile). Isolated yield 49.3%. As a reaction SMILES: [CH3:1][O:2][C:3]1[C:4]([C:16]([NH2:18])=O)=[N:5][N:6]([CH2:8][O:9][CH2:10][CH2:11][Si:12]([CH3:15])([CH3:14])[CH3:13])[CH:7]=1.O=P(Cl)(Cl)Cl>C1(C)C=CC=CC=1>[CH3:1][O:2][C:3]1[C:4]([C:16]#[N:18])=[N:5][N:6]([CH2:8][O:9][CH2:10][CH2:11][Si:12]([CH3:14])([CH3:13])[CH3:15])[CH:7]=1. Procedure details: To a solution of 4-methoxy-1-((2-(trimethylsilyl)ethoxy)methyl)-1H-pyrazole-3-carboxamide (compound 280.5, 1.08 g, 4.0 mmol) in toluene (25 mL) was added POCl3 (1.86 mL, 20.0 mmol) dropwise at 0° C. The mixture was stirred for 2 h at 50° C., then quenched with 30 mL of sodium bicarbonate (sat.). The aqueous phase was extracted with 2×100 mL of ethyl acetate and the combined organic layers were dried over anhydrous sodium sulfate and concentrated under reduced pressure. The residue was purified b... Reactants: CC1NCCSC2=C1C=CC=C2 (5-methyl-2,3,4,5-tetrahydro-1,4-benzothiazepine), ClC1=NC2=CC=C(C=C2C(=C1)Cl)C (2,4-dichloro-6-methylquinoline). Conditions: temperature 170 celsius, time 5 hour. Product: ClC1=CC(=NC2=CC=C(C=C12)C)N1CCSC2=C(C1C)C=CC=C2 (4-(4-Chloro-6-methylquinolin-2-yl)-5-methyl-2,3,4,5-tetrahydro-1,4-benzothiazepine). Isolated yield 28.3%. As a reaction SMILES: [CH3:1][CH:2]1[C:8]2[CH:9]=[CH:10][CH:11]=[CH:12][C:7]=2[S:6][CH2:5][CH2:4][NH:3]1.Cl[C:14]1[CH:23]=[C:22]([Cl:24])[C:21]2[C:16](=[CH:17][CH:18]=[C:19]([CH3:25])[CH:20]=2)[N:15]=1>>[Cl:24][C:22]1[C:21]2[C:16](=[CH:17][CH:18]=[C:19]([CH3:25])[CH:20]=2)[N:15]=[C:14]([N:3]2[CH:2]([CH3:1])[C:8]3[CH:9]=[CH:10][CH:11]=[CH:12][C:7]=3[S:6][CH2:5][CH2:4]2)[CH:23]=1. Reported procedure: A mixture of 5-methyl-2,3,4,5-tetrahydro-1,4-benzothiazepine (1.0 g, 5.58 mmol) and 2,4-dichloro-6-methylquinoline (1.7 g, 8.02 mmol) was heated with stirring in a 2 mL of microwave process vial for 5 hours at 170° C. under microwave irradiation. The solvent was removed by concentration in vacuo. The residue was purified by flash column chromatography to give 560 mg of the mixture of 5-methyl-2,3,4,5-tetrahydro-1,4-benzothiazepine and 4-(4-chloro-6-methylquinolin-2-yl)-5-methyl-2,3,4,5-tetrahydr...